Dataset: the Open Reaction Database (ORD), a public repository of structured organic reaction records. Task: describe an organic reaction: reactants, conditions, products, and yield Starting materials: C1(=CC=CC=C1)P(C1=CC=CC=C1)C1=CC=CC=C1 (triphenylphosphine), CCOC(=O)/N=N/C(=O)OCC (DEAD), CC1(OCC(CO1)CO)C ((2,2-dimethyl-[1,3]dioxan-5-yl)-methanol), CC1=C(C(=CC(=C1)C1=NOC(=N1)C1=C2C[C@@H]3[C@H](C2=C(S1)C)C3(C)C)C)O (2,6-dimethyl-4-[5-((1aS,5aR)-1,1,2-trimethyl-1,1a,5,5a-tetrahydro-3-thia-cyclopropa[a]pentalen-4-yl)-[1,2,4]oxadiazol-3-yl]-phenol). Solvent: C1CCOC1 (THF). Conditions: time 24 hour. Yields the product CC1(OCC(CO1)COC1=C(C=C(C=C1C)C1=NOC(=N1)C1=C2C[C@@H]3[C@H](C2=C(S1)C)C3(C)C)C)C (3-[4-(2,2-dimethyl-[1,3]dioxan-5-ylmethoxy)-3,5-dimethyl-phenyl]-5-((1aS,5aR)-1,1,2-trimethyl-1,1a,5,5a-tetrahydro-3-thia-cyclopropa[a]pentalen-4-yl)-[1,2,4]oxadiazole). Yield: 66.6%. RXN SMILES: C1(P(C2C=CC=CC=2)C2C=CC=CC=2)C=CC=CC=1.CCOC(/N=N/C(OCC)=O)=O.[CH3:32][C:33]1([CH3:41])[O:38][CH2:37][CH:36]([CH2:39][OH:40])[CH2:35][O:34]1.[CH3:42][C:43]1[CH:48]=[C:47]([C:49]2[N:53]=[C:52]([C:54]3[S:61][C:60]([CH3:62])=[C:59]4[C:55]=3[CH2:56][C@H:57]3[C:63]([CH3:65])([CH3:64])[C@H:58]34)[O:51][N:50]=2)[CH:46]=[C:45]([CH3:66])[C:44]=1O>C1COCC1>[CH3:32][C:33]1([CH3:41])[O:38][CH2:37][CH:36]([CH2:39][O:40][C:44]2[C:45]([CH3:66])=[CH:46][C:47]([C:49]3[N:53]=[C:52]([C:54]4[S:61][C:60]([CH3:62])=[C:59]5[C:55]=4[CH2:56][C@H:57]4[C:63]([CH3:64])([CH3:65])[C@H:58]45)[O:51][N:50]=3)=[CH:48][C:43]=2[CH3:42])[CH2:35][O:34]1. Procedure: To a solution of triphenylphosphine (161 mg, 0.615 mmol) in dry THF is added DEAD (0.097 mL, 0.615 mmol). The solution is stirred at rt for 1 h before (2,2-dimethyl-[1,3]dioxan-5-yl)-methanol (90 mg, 0.615 mmol) and 2,6-dimethyl-4-[5-((1aS,5aR)-1,1,2-trimethyl-1,1a,5,5a-tetrahydro-3-thia-cyclopropa[a]pentalen-4-yl)-[1,2,4]oxadiazol-3-yl]-phenol (150 mg, 0.410 mmol) is added. Stirring is continued for 24 h. The reaction mixture is purified by prep. HPLC (Waters XTerra Prep MS C18 19×50 mm 5 μm, w... The reactants are C(=C)[Si](O[Si](C)(C)C)(C)C=C (divinyltetramethyldisiloxane), C=CC1=CC=CC=C1 (styrene), C(C)O[SiH](OCC)OCC (triethoxysilane), FC(C(=O)O)(F)F (trifluoroacetic acid), Teflon, C=CC1=CC=CC=C1 (styrene). The solvent is C1(=CC=CC=C1)C (toluene), C1(=CC=CC=C1)C (toluene). Conditions: temperature 50 celsius. Yields the product C(CC1=CC=CC=C1)[Si](OCC)(OCC)OCC (phenethyltriethoxysilane). Yield: 30.5%. As a reaction SMILES: [CH2:1]=[CH:2][C:3]1[CH:8]=[CH:7][CH:6]=[CH:5][CH:4]=1.[CH2:9]([O:11][SiH:12]([O:16][CH2:17][CH3:18])[O:13][CH2:14][CH3:15])[CH3:10].FC(F)(F)C(O)=O.C([Si](C=C)(C)O[Si](C)(C)C)=C>C1(C)C=CC=CC=1>[CH2:1]([Si:12]([O:16][CH2:17][CH3:18])([O:13][CH2:14][CH3:15])[O:11][CH2:9][CH3:10])[CH2:2][C:3]1[CH:8]=[CH:7][CH:6]=[CH:5][CH:4]=1. Reported procedure: 208 mg Of styrene, 328 mg of triethoxysilane, and 52 mg of toluene were placed in a glass reaction tube and 0.005 ml of trifluoroacetic acid was added. Then, 0.002 ml of a toluene solution of a 0-valent platinum complex of divinyltetramethyldisiloxane (platinum content: 0.4 Wt. %) was added to this mixture. The reaction tube was sealed with Teflon tape and heated for 1 hour in an oil bath at 50° C. When the tube contents were analyzed by GC-MS following cooling, the conversion rate of styrene wa... Reactants: COC=1C=CC(=CC1)P2(=S)SP(=S)(S2)C=3C=CC(=CC3)OC (Lawesson's reagent), COC(C(=O)NC)C1=C(C=CC=C1)O/N=C(/C1=CC=C(C=C1)Cl)\C ((E)-α-methoxy-N-methyl-2-(α-methyl-4-chlorobenzylideneaminooxy)phenylacetamide), O (Water). Run in C1(=CC=CC=C1)C (toluene). Reaction conditions: temperature 80 celsius. The product is COC(C(=S)NC)C1=C(C=CC=C1)O/N=C(/C1=CC=C(C=C1)Cl)\C ((E)-α-methoxy-N-methyl-2-(α-methyl-4-chlorobenzylideneaminooxy)phenylthioacetamide). Yield: 137.8%. RXN SMILES: COC1C=CC(P2(SP(C3C=CC(OC)=CC=3)(=S)S2)=[S:10])=CC=1.[CH3:23][O:24][CH:25]([C:30]1[CH:35]=[CH:34][CH:33]=[CH:32][C:31]=1[O:36]/[N:37]=[C:38](\[CH3:46])/[C:39]1[CH:44]=[CH:43][C:42]([Cl:45])=[CH:41][CH:40]=1)[C:26]([NH:28][CH3:29])=O.O>C1(C)C=CC=CC=1>[CH3:23][O:24][CH:25]([C:30]1[CH:35]=[CH:34][CH:33]=[CH:32][C:31]=1[O:36]/[N:37]=[C:38](\[CH3:46])/[C:39]1[CH:44]=[CH:43][C:42]([Cl:45])=[CH:41][CH:40]=1)[C:26]([NH:28][CH3:29])=[S:10]. Procedure details: Lawesson's reagent (40 mg, 0.1 mmol) was added to a solution of (E)-α-methoxy-N-methyl-2-(α-methyl-4-chlorobenzylideneaminooxy)phenylacetamide (73 mg, 0.2 mmol) in toluene (3 ml), and the mixture was heated at 80° C. for 1.5 hours with stirring. The mixture was cooled to room temperature. Water was added, and the mixture was extracted with ether and dried over anhydrous magnesium sulfate. The solvent was evaporated, and the residue was purified by column chromatography on silica gel (n-hexane/et... Reactants: ClC1=CN=CC(=N1)N1C=NC2=C1C=C(C=C2)N (1-(6-chloropyrazin-2-yl)-1H-benzimidazol-6-amine), C([O-])([O-])=O.[Na+].[Na+] (sodium carbonate), C(C)(=O)OCC (ethyl acetate). Reagents/catalysts: C=1C=CC(=CC1)[P](C=2C=CC=CC2)(C=3C=CC=CC3)[Pd]([P](C=4C=CC=CC4)(C=5C=CC=CC5)C=6C=CC=CC6)([P](C=7C=CC=CC7)(C=8C=CC=CC8)C=9C=CC=CC9)[P](C=1C=CC=CC1)(C=1C=CC=CC1)C=1C=CC=CC1 (tetrakis(triphenylphosphine)palladium(0)). Run in C(CC)O.C1(=CC=CC=C1)C (toluene-n-propanol). Product: N1=CC=C(C=C1)C1=CN=CC(=N1)N1C=NC2=C1C=C(C=C2)N (1-(6-Pyridin-4-ylpyrazin-2-yl)-1H-benzimidazol-6-amine). As a reaction SMILES: Cl[C:2]1[N:7]=[C:6]([N:8]2[C:12]3[CH:13]=[C:14]([NH2:17])[CH:15]=[CH:16][C:11]=3[N:10]=[CH:9]2)[CH:5]=[N:4][CH:3]=1.C(=O)([O-])[O-].[Na+].[Na+].C(O[CH2:28][CH3:29])(=O)C>C(O)CC.C1(C)C=CC=CC=1.C1C=CC([P]([Pd]([P](C2C=CC=CC=2)(C2C=CC=CC=2)C2C=CC=CC=2)([P](C2C=CC=CC=2)(C2C=CC=CC=2)C2C=CC=CC=2)[P](C2C=CC=CC=2)(C2C=CC=CC=2)C2C=CC=CC=2)(C2C=CC=CC=2)C2C=CC=CC=2)=CC=1>[N:8]1[CH:29]=[CH:28][C:16]([C:2]2[N:7]=[C:6]([N:8]3[C:12]4[CH:13]=[C:14]([NH2:17])[CH:15]=[CH:16][C:11]=4[N:10]=[CH:9]3)[CH:5]=[N:4][CH:3]=2)=[CH:11][CH:12]=1 |f:1.2.3,5.6,^1:44,46,65,84|. Procedure: Under a nitrogen atmosphere a mixture of 1-(6-chloropyrazin-2-yl)-1H-benzimidazol-6-amine (50 mg, 0.20 mmol), 4-pyridylboronic add (30 mg, 0.24 mmol), tetrakis(triphenylphosphine)palladium(0) (23 mg, 0.02 mmol) in toluene-n-propanol (2 mL, 3:1) was treated with 2M aqueous sodium carbonate solution (0.14 mL, 0.84 mmol). The resulting mixture was stirred vigorously whilst being heated under reflux overnight. Upon cooling, the mixture was diluted with ethyl acetate (10 mL) and washed with H2O (1×10...